Task: describe an organic reaction: reactants, conditions, products, and yield. Dataset: the Open Reaction Database (ORD), a public repository of structured organic reaction records Starting materials: NC(COC(C1=CC=CC=C1)=O)CCCC1=C(C=C(C=C1)OC1=CC(=CC=C1)OCC1=CC=CC=C1)Cl (2-amino-1-benzoyloxy-5-[4-(3-benzyloxyphenoxy)-2-chlorophenyl]pentane), Ph3Bi(OAc)2. Reagents/catalysts: C(C)(=O)[O-].[Cu+2].C(C)(=O)[O-] (copper acetate). Run in C(Cl)Cl (methylene chloride). Reaction conditions: time 1 day. The product is C(C1=CC=CC=C1)(=O)OCC(CCCC1=C(C=C(C=C1)OC1=CC(=CC=C1)OCC1=CC=CC=C1)Cl)NC1=CC=CC=C1 (1-benzoyloxy-5-[4-(3-benzyloxyphenoxy)-2-chlorophenyl]-2-phenylaminopentane). Isolated yield 145.7%. As a reaction SMILES: [NH2:1][CH:2]([CH2:13][CH2:14][CH2:15][C:16]1[CH:21]=[CH:20][C:19]([O:22][C:23]2[CH:28]=[CH:27][CH:26]=[C:25]([O:29][CH2:30][C:31]3[CH:36]=[CH:35][CH:34]=[CH:33][CH:32]=3)[CH:24]=2)=[CH:18][C:17]=1[Cl:37])[CH2:3][O:4][C:5](=[O:12])[C:6]1[CH:11]=[CH:10][CH:9]=[CH:8][CH:7]=1>C(Cl)Cl.C([O-])(=O)C.[Cu+2].C([O-])(=O)C>[C:5]([O:4][CH2:3][CH:2]([NH:1][C:6]1[CH:11]=[CH:10][CH:9]=[CH:8][CH:7]=1)[CH2:13][CH2:14][CH2:15][C:16]1[CH:21]=[CH:20][C:19]([O:22][C:23]2[CH:28]=[CH:27][CH:26]=[C:25]([O:29][CH2:30][C:31]3[CH:36]=[CH:35][CH:34]=[CH:33][CH:32]=3)[CH:24]=2)=[CH:18][C:17]=1[Cl:37])(=[O:12])[C:6]1[CH:7]=[CH:8][CH:9]=[CH:10][CH:11]=1 |f:2.3.4|. Procedure details: The compound of Example 128-1 (670 mg) was dissolved in methylene chloride (30 mL). To this solution, Ph3Bi(OAc)2 (558 mg) and copper acetate (10 mg) were added and the mixture was stirred at room temperature for 1 day. Subsequently, the solvent was removed and the residue was purified on a silica gel column chromatography (hexane:ethyl acetate=4:1) to give the desired product as a colorless oil (560 mg). Reactants: C(C)(=O)O[C@H]1[C@@H](O[C@@H]([C@H]([C@@H]1OC(C)=O)OC(C)=O)COC(C)=O)OC1=NNC(=C1CC1=C(C=C(C=C1)Br)C)C(C)C (3-(2,3,4,6-tetra-O-acetyl-β-D-glucopyranosyloxy)-4-[(4-bromo-2-methyl-phenyl)methyl]-5-isopropyl-1H-pyrazole), C(C=C)(=O)O (acrylic acid), C(CC=C)(=O)O (3-butenoic acid). Yields the product C(C)(=O)O[C@H]1[C@@H](O[C@@H]([C@H]([C@@H]1OC(C)=O)OC(C)=O)COC(C)=O)OC1=NNC(=C1CC1=C(C=C(C=C1)\C=C\C(=O)O)C)C(C)C (3-(2,3,4,6-Tetra-O-acetyl-β-D-glucopyranosyloxy)-4-({4-[(1E)-2-carboxyvinyl]-2-methylphenyl}methyl)-5-isopropyl-1H-pyrazole). Reaction SMILES: [C:1]([O:4][C@@H:5]1[C@@H:10]([O:11][C:12](=[O:14])[CH3:13])[C@H:9]([O:15][C:16](=[O:18])[CH3:17])[C@@H:8]([CH2:19][O:20][C:21](=[O:23])[CH3:22])[O:7][C@H:6]1[O:24][C:25]1[C:29]([CH2:30][C:31]2[CH:36]=[CH:35][C:34](Br)=[CH:33][C:32]=2[CH3:38])=[C:28]([CH:39]([CH3:41])[CH3:40])[NH:27][N:26]=1)(=[O:3])[CH3:2].[C:42]([OH:46])(=[O:45])[CH:43]=[CH2:44].C(O)(=O)CC=C>>[C:1]([O:4][C@@H:5]1[C@@H:10]([O:11][C:12](=[O:14])[CH3:13])[C@H:9]([O:15][C:16](=[O:18])[CH3:17])[C@@H:8]([CH2:19][O:20][C:21](=[O:23])[CH3:22])[O:7][C@H:6]1[O:24][C:25]1[C:29]([CH2:30][C:31]2[CH:36]=[CH:35][C:34](/[CH:44]=[CH:43]/[C:42]([OH:46])=[O:45])=[CH:33][C:32]=2[CH3:38])=[C:28]([CH:39]([CH3:41])[CH3:40])[NH:27][N:26]=1)(=[O:3])[CH3:2]. Procedure: The title compound was prepared in a similar manner to that described in Reference Example 4 using 3-(2,3,4,6-tetra-O-acetyl-β-D-glucopyranosyloxy)-4-[(4-bromo-2-methyl-phenyl)methyl]-5-isopropyl-1H-pyrazole and acrylic acid instead of 3-(2,3,4,6-tetra-O-acetyl-β-D-glucopyranosyloxy)-4-[(4-bromophenyl)methyl]-5-isopropyl-1H-pyrazole and 3-butenoic acid, respectively. The reactants are CCOC(=O)C(=O)OCC, [Li]CCCC, CCCCCC, CCOCC, C#CC(C)(C)OC1CCCCO1, [Cl-], [NH4+]. Product: CCOC(=O)C(=O)C#CC(C)(C)OC1CCCCO1. As a reaction SMILES: [C:18]([C:19](=[O:20])[O:21][CH2:22][CH3:23])(=[O:24])[O:25][CH2:26][CH3:27].[CH2:1]([Li:2])[CH2:3][CH2:4][CH3:5].[CH3:30][CH2:31][CH2:32][CH2:33][CH2:34][CH3:35].[CH3:36][CH2:37][O:38][CH2:39][CH3:40].[CH3:6][C:7]([C:8]#[CH:9])([CH3:10])[O:11][CH:12]1[O:13][CH2:14][CH2:15][CH2:16][CH2:17]1.[Cl-:28].[NH4+:29]>>[CH3:6][C:7]([C:8]#[C:9][C:18]([C:19](=[O:20])[O:21][CH2:22][CH3:23])=[O:24])([CH3:10])[O:11][CH:12]1[O:13][CH2:14][CH2:15][CH2:16][CH2:17]1. Reactants: CC(=O)[O-].[Na+] (NaOAc), Cl.NO (hydroxylamine hydrochloride), BrC1=CC(=CC(=C1)F)OC(C)(C)C (1-Bromo-3-tert-butoxy-5-fluorobenzene), C(C1=CC=CC=C1)(=O)C1=CC=CC=C1 (benzophenone), C[O-].[Na+] (NaOMe), C1(=CC=CC=C1)P(C1=C(C2=CC=CC=C2C=C1)C1=C(C=CC2=CC=CC=C12)P(C1=CC=CC=C1)C1=CC=CC=C1)C1=CC=CC=C1 (2,2′-Bis-diphenylphosphanyl-[1,1′]binaphthalenyl). Solvent: CO (MeOH), C1(=CC=CC=C1)C (toluene). Reaction conditions: temperature 80 celsius, time 2.5 hour. The product is C(C)(C)(C)OC=1C=C(C=C(C1)F)N (3-tert-Butoxy-5-fluoro-phenylamine). RXN SMILES: Br[C:2]1[CH:7]=[C:6]([F:8])[CH:5]=[C:4]([O:9][C:10]([CH3:13])([CH3:12])[CH3:11])[CH:3]=1.C(C1C=CC=CC=1)(=O)C1C=CC=CC=1.C[O-].[Na+].C1(P(C2C=CC=CC=2)C2C=CC3C(=CC=CC=3)C=2C2C3C(=CC=CC=3)C=CC=2P(C2C=CC=CC=2)C2C=CC=CC=2)C=CC=CC=1.CC([O-])=O.[Na+].Cl.[NH2:83]O>C1(C)C=CC=CC=1.CO>[C:10]([O:9][C:4]1[CH:3]=[C:2]([NH2:83])[CH:7]=[C:6]([F:8])[CH:5]=1)([CH3:13])([CH3:12])[CH3:11] |f:2.3,5.6,7.8|. Procedure details: 1-Bromo-3-tert-butoxy-5-fluorobenzene (56.1 g), benzophenone (50.9 g), NaOMe (50.5 g) and 2,2′-Bis-diphenylphosphanyl-[1,1′]binaphthalenyl (17.5 g) are dissolved in toluene (500 ml). The reaction mixture is flushed with argon, Pd2(dba)3 (5.4 g) is added and the reaction mixture is heated to 80° C. for 40 hours. The reaction mixture is quenched with water. The organics are separated, dried over MgSO4, filtered and the solvent removed in vacuo. The intermediate is obtained by flash column chromato...